The task is: describe an organic reaction: reactants, conditions, products, and yield. This data is from the Open Reaction Database (ORD), a public repository of structured organic reaction records. Starting materials: [BH4-].[Na+] (Sodium tetrahydroborate), C(C)(=O)O (Acetic acid), C1(CC1)C=O (cyclopropanecarbaldehyde), NC1=NC=C(C=C1N)Br (2,3-diamino-5-bromopyridine). Solvent: ClCCl (dichloromethane). Run at time 1 hour. Product: BrC=1C=C(C(=NC1)N)NCC1CC1 (5-Bromo-N3-(cyclopropylmethyl)pyridine-2,3-diamine). As a reaction SMILES: C(O)(=O)C.[CH:5]1([CH:8]=O)[CH2:7][CH2:6]1.[NH2:10][C:11]1[C:16]([NH2:17])=[CH:15][C:14]([Br:18])=[CH:13][N:12]=1.[BH4-].[Na+]>ClCCl>[Br:18][C:14]1[CH:15]=[C:16]([NH:17][CH2:8][CH:5]2[CH2:7][CH2:6]2)[C:11]([NH2:10])=[N:12][CH:13]=1 |f:3.4|. Procedure: Acetic acid (304 μl) and cyclopropanecarbaldehyde (406 μl) were added to a solution of 2,3-diamino-5-bromopyridine (1000 mg) in dichloromethane (25 ml) at room temperature, followed by stirring for 1 hour. Sodium tetrahydroborate (604 mg) was added to the reaction solution under ice-cooling, and the mixture was stirred with warming to room temperature for 22 hours. The reaction solution was extracted by adding a saturated aqueous sodium bicarbonate solution and dichloromethane. The resulting org... The reactants are C(C)(=O)OC(C)=O (acetic anhydride), FC(C=1C=C(CNC2C3=C(N(CCC2)C(=O)OC(C)(C)C)C=C(C=C3)Br)C=C(C1)C(F)(F)F)(F)F (tert-butyl 5-(3,5-bistrifluoromethylbenzylamino)-8-bromo-2,3,4,5-tetrahydrobenzo[b]azepine-1-carboxylate), N1=CC=CC=C1 (pyridine). Solvent: ClCCl (dichloromethane), ClCCl (dichloromethane). Reaction conditions: temperature 0 celsius, time 12 hour. Product: C(C)(=O)N(C1C2=C(N(CCC1)C(=O)OC(C)(C)C)C=C(C=C2)Br)CC2=CC(=CC(=C2)C(F)(F)F)C(F)(F)F (tert-Butyl 5-[acetyl-(3,5-bistrifluoromethylbenzyl)amino]-8-bromo-2,3,4,5-tetrahydrobenzo[b]azepine-1-carboxylate). As a reaction SMILES: [C:1](OC(=O)C)(=[O:3])[CH3:2].[F:8][C:9]([F:42])([F:41])[C:10]1[CH:11]=[C:12]([CH:34]=[C:35]([C:37]([F:40])([F:39])[F:38])[CH:36]=1)[CH2:13][NH:14][CH:15]1[CH2:21][CH2:20][CH2:19][N:18]([C:22]([O:24][C:25]([CH3:28])([CH3:27])[CH3:26])=[O:23])[C:17]2[CH:29]=[C:30]([Br:33])[CH:31]=[CH:32][C:16]1=2.N1C=CC=CC=1>ClCCl>[C:1]([N:14]([CH2:13][C:12]1[CH:34]=[C:35]([C:37]([F:38])([F:39])[F:40])[CH:36]=[C:10]([C:9]([F:8])([F:41])[F:42])[CH:11]=1)[CH:15]1[CH2:21][CH2:20][CH2:19][N:18]([C:22]([O:24][C:25]([CH3:28])([CH3:27])[CH3:26])=[O:23])[C:17]2[CH:29]=[C:30]([Br:33])[CH:31]=[CH:32][C:16]1=2)(=[O:3])[CH3:2]. Procedure: Add 3,5-bis(trifluoromethyl)benzylamine (1.49 g, 6.13 mmol) followed by titanium isopropoxide (1.60 mL, 5.47 mmol) to a solution of tert-butyl 8-bromo-5-oxo-2,3,4,5-tetrahydro benzo[b]azepine-1-carboxylate (1.49 g, 4.38 mmol) in tetrahydrofuran (17.5 mL) at room temperature under nitrogen and stir the solution for 14 h. Dilute the reaction with methanol (35 mL) and slowly add sodium borohydride (0.248 g, 6.57 mmol) to the reaction and stir at room temperature for 3 h. Add 2 N NaOH (20 mL) and wa... The reactants are cuprous oxide, COC=1C=C(C=C(C1OC)OC)O (3,4,5-trimethoxyphenol), C(C)(C)(C)N(C(C1=CC=C(C=C1)Br)=O)C1CCCCC1 (p-bromobenzoic acid N-tert-butyl-N-cyclohexyl amide), Cl (HCl). Conditions: time 18 hour. Product: C1(CCCCC1)N(C(C1=CC=C(C=C1)OC1=CC(=C(C(=C1)OC)OC)OC)=O)C(C)(C)C (N-cyclohexyl-N-(1,1-dimethylethyl)-4-(3,4,5-trimethoxyphenoxy)benzamide). RXN SMILES: [CH3:1][O:2][C:3]1[CH:4]=[C:5]([OH:13])[CH:6]=[C:7]([O:11][CH3:12])[C:8]=1[O:9][CH3:10].[C:14]([N:18]([CH:28]1[CH2:33][CH2:32][CH2:31][CH2:30][CH2:29]1)[C:19](=[O:27])[C:20]1[CH:25]=[CH:24][C:23](Br)=[CH:22][CH:21]=1)([CH3:17])([CH3:16])[CH3:15].Cl>>[CH:28]1([N:18]([C:14]([CH3:17])([CH3:16])[CH3:15])[C:19](=[O:27])[C:20]2[CH:25]=[CH:24][C:23]([O:13][C:5]3[CH:6]=[C:7]([O:11][CH3:12])[C:8]([O:9][CH3:10])=[C:3]([O:2][CH3:1])[CH:4]=3)=[CH:22][CH:21]=2)[CH2:29][CH2:30][CH2:31][CH2:32][CH2:33]1. Procedure: A slurry of cuprous oxide (300 mg, 2.1 mmol) in a solution of 3,4,5-trimethoxyphenol (736 mg, 4.0 mmol) and p-bromobenzoic acid N-tert-butyl-N-cyclohexyl amide (1.35 g, 4.0 mmol) 2,4,6-collidine (20 ml) is refluxed with stirring under a nitrogen atmosphere for 18 hr. The reaction is cooled, poured onto dilute aqueous HCl and extracted three times with ethyl acetate. The combined organic layers are washed twice with saturated aqueous NaCl solution, twice with 5% NaOH solution, twice with saturate... Reactants: CC1NN=C(C2=C(C1)C=C1C(=C2)OCO1)C1=CC=C(C=C1)[N+](=O)[O-] ((±)-8-methyl-5-(4-nitrophenyl)-8,9-dihydro-7H-1,3-dioxolo[4,5-h][2,3]benzodiazepine), CN(C=O)C (dimethylformamide), [Cl-].[K+] (potassium chloride), N#CBr (cyanogen bromide). Run in O (water). Conditions: time 20 hour. Yields the product CC1N(N=C(C2=C(C1)C=C1C(=C2)OCO1)C1=CC=C(C=C1)[N+](=O)[O-])C#N ((±)-8-Methyl-5-(4-nitrophenyl)-8,9-dihydro-7H-1,3-dioxolo[4,5-h][2,3]benzodiazepine-7-carbonitrile). The yield is 95.0%. Reaction SMILES: [CH3:1][CH:2]1[CH2:8][C:7]2[CH:9]=[C:10]3[O:15][CH2:14][O:13][C:11]3=[CH:12][C:6]=2[C:5]([C:16]2[CH:21]=[CH:20][C:19]([N+:22]([O-:24])=[O:23])=[CH:18][CH:17]=2)=[N:4][NH:3]1.[CH3:25][N:26](C)C=O.[Cl-].[K+].N#CBr>O>[CH3:1][CH:2]1[CH2:8][C:7]2[CH:9]=[C:10]3[O:15][CH2:14][O:13][C:11]3=[CH:12][C:6]=2[C:5]([C:16]2[CH:21]=[CH:20][C:19]([N+:22]([O-:24])=[O:23])=[CH:18][CH:17]=2)=[N:4][N:3]1[C:25]#[N:26] |f:2.3|. Procedure: A mixture of 3.25 g (10 mmol) of (±)-8-methyl-5-(4-nitrophenyl)-8,9-dihydro-7H-1,3-dioxolo[4,5-h][2,3]benzodiazepine, 20 ml of dimethylformamide, 2.76 g (20 mmol) of potassium chloride and 1.80 g (17 mmol) of cyanogen bromide was stirred at room temperature for 20 h. After pouring into water, the precipitated crystals were filtered off, and washed with water to yield 3.34 g (95%) of the title compound, Mp.: 172-176° C. Reactants: NC1=CC(=C(C(=C1)C)O)C (4-amino-2,6-dimethylphenol), C/C(=C/C(=O)O)/CC\C=C(\CCC=C(C)C)/C (3,7,11-trimethyl-(2Z,6E)-2,6,10-dodecatrienoic acid), C(C)#N (acetonitrile), C(C)OP(OCC)(=O)Cl (diethylphosphorochloridate). The solvent is C(C)N(CC)CC (triethylamine). Run at time 30 minute. Yields the product C/C(=C/C(=O)NC1=CC(=C(C(=C1)C)O)C)/CC\C=C(\CCC=C(C)C)/C (4-[3,7,11-trimethyl-(2Z,6E)-2,6,10-dodecatrienoylamino]-2,6-dimethylphenol). Yield: 42.9%. As a reaction SMILES: [CH3:1]/[C:2](/[CH2:7][CH2:8]/[CH:9]=[C:10](\[CH3:17])/[CH2:11][CH2:12][CH:13]=[C:14]([CH3:16])[CH3:15])=[CH:3]/[C:4]([OH:6])=O.C(#N)C.C(OP(Cl)(=O)OCC)C.[NH2:30][C:31]1[CH:36]=[C:35]([CH3:37])[C:34]([OH:38])=[C:33]([CH3:39])[CH:32]=1>C(N(CC)CC)C>[CH3:1]/[C:2](/[CH2:7][CH2:8]/[CH:9]=[C:10](\[CH3:17])/[CH2:11][CH2:12][CH:13]=[C:14]([CH3:16])[CH3:15])=[CH:3]/[C:4]([NH:30][C:31]1[CH:36]=[C:35]([CH3:37])[C:34]([OH:38])=[C:33]([CH3:39])[CH:32]=1)=[O:6]. Reported procedure: Under ice-cooling, to a solution of 0.9 g of 3,7,11-trimethyl-(2Z,6E)-2,6,10-dodecatrienoic acid in 10 m of acetonitrile are added 578 mg of triethylamine, then 854 mg of diethylphosphorochloridate. After the mixture is stirred for 30 minutes, 522 mg of 4-amino-2,6-dimethylphenol is added and the reaction mixture is stirred at room temperature. Ice chips are added into the reaction mixture, the mixture is extracted with isopropyl ether and the extracted with 10% hydrochloric acid, water, 5% aque...